From a dataset of the Open Reaction Database (ORD), a public repository of structured organic reaction records. describe an organic reaction: reactants, conditions, products, and yield Starting materials: C(=O)(O)[O-].[Na+] (NaHCO3), Cl.N[C@H](C(=O)NC(C)(C)C)CC1=CC=C(C=C1)OCC1=CC=CC=C1 ((S)-2-Amino-3-(4-benzyloxy-phenyl)-N-tert-butyl-propionamide monohydrochloride), N([C@@H](CC(C)C)C=O)C(=O)OC(C)(C)C (BOC-Leu-CHO), C(C)(=O)O[BH-](OC(C)=O)OC(C)=O.[Na+] (sodium triacetoxyborohydride). The solvent is C(Cl)Cl (CH2Cl2). Run at time 30 minute. Yields the product C(C)(C)(C)OC(NC(CC(C)C)CNC(CC1=CC=C(C=C1)OCC1=CC=CC=C1)C(NC(C)(C)C)=O)=O ((1-{[2-(4-Benzyloxy-phenyl)-1-tert-butylcarbamoyl-ethylamino]-methyl}-3-methyl-butyl)-carbamic acid tert-butyl ester). Isolated yield 12.3%. RXN SMILES: Cl.[NH2:2][C@@H:3]([CH2:11][C:12]1[CH:17]=[CH:16][C:15]([O:18][CH2:19][C:20]2[CH:25]=[CH:24][CH:23]=[CH:22][CH:21]=2)=[CH:14][CH:13]=1)[C:4]([NH:6][C:7]([CH3:10])([CH3:9])[CH3:8])=[O:5].[NH:26]([C:34]([O:36][C:37]([CH3:40])([CH3:39])[CH3:38])=[O:35])[C@H:27]([CH:32]=O)[CH2:28][CH:29]([CH3:31])[CH3:30].C(O[BH-](OC(=O)C)OC(=O)C)(=O)C.[Na+].C([O-])(O)=O.[Na+]>C(Cl)Cl>[C:37]([O:36][C:34](=[O:35])[NH:26][CH:27]([CH2:32][NH:2][CH:3]([C:4](=[O:5])[NH:6][C:7]([CH3:8])([CH3:10])[CH3:9])[CH2:11][C:12]1[CH:13]=[CH:14][C:15]([O:18][CH2:19][C:20]2[CH:25]=[CH:24][CH:23]=[CH:22][CH:21]=2)=[CH:16][CH:17]=1)[CH2:28][CH:29]([CH3:30])[CH3:31])([CH3:40])([CH3:39])[CH3:38] |f:0.1,3.4,5.6|. Procedure: (S)-2-Amino-3 -(4-benzyloxy-phenyl)-N-tert-butyl-propionamide monohydrochloride (1.68 g, 4.65 mmol, Example 7, Step A) and BOC-Leu-CHO ((tert-butoxy)-N-[1-(2-methylpropyl)-2-oxoethyl]carboxamide) (1.00 g, 4.65 mmol, Peninsula Laboratories, Belmont, Calif.) were mixed in CH2Cl2 (25 mL). After stirring at ambient temperature under nitrogen atmosphere for 30 minutes, the solution was cooled to 0° C. in an ice-water bath. To this solution was added sodium triacetoxyborohydride (1.50 g, 6.98 mmol). T... Reactants: CC(C)(C)c1cc(NC(=O)Nc2cccc(O)c2)no1, CC(C)(C)[O-], COc1cc2nc(Cl)nc(Cl)c2cc1OC, [K+], CN(C)C=O. Product: COc1cc2nc(Cl)nc(Oc3cccc(NC(=O)Nc4cc(C(C)(C)C)on4)c3)c2cc1OC. Reaction SMILES: [C:1]([CH3:2])([CH3:3])([CH3:4])[c:5]1[cH:6][c:7]([NH:10][C:11](=[O:12])[NH:13][c:14]2[cH:15][c:16]([OH:20])[cH:17][cH:18][cH:19]2)[n:8][o:9]1.[CH3:21][C:22]([CH3:23])([O-:24])[CH3:25].[Cl:27][c:28]1[n:29][c:30]2[cH:31][c:32]([O:41][CH3:42])[c:33]([O:39][CH3:40])[cH:34][c:35]2[c:36]([Cl:38])[n:37]1.[K+:26].[O:43]=[CH:44][N:45]([CH3:46])[CH3:47]>>[C:1]([CH3:2])([CH3:3])([CH3:4])[c:5]1[cH:6][c:7]([NH:10][C:11](=[O:12])[NH:13][c:14]2[cH:15][c:16]([O:20][c:36]3[c:35]4[c:30]([n:29][c:28]([Cl:27])[n:37]3)[cH:31][c:32]([O:41][CH3:42])[c:33]([O:39][CH3:40])[cH:34]4)[cH:17][cH:18][cH:19]2)[n:8][o:9]1. Starting materials: COC1=C(C(=CC=C1)OC)C1CCCC(N1)=O (6-(2,6-dimethoxyphenyl)piperidin-2-one), [H-].[Na+] (NaH), BrCC=1C=C(C=CC1)C1=CC=CC=C1 (3-(bromomethyl)-1,1′-biphenyl), C(=O)(O)[O-].[Na+] (NaHCO3). The solvent is CN(C)C=O (DMF). Conditions: temperature 60 celsius. The product is C1(=CC(=CC=C1)CN1C(CCCC1C1=C(C=CC=C1OC)OC)=O)C1=CC=CC=C1 (1-([1,1′-biphenyl]-3-ylmethyl)-6-(2,6-dimethoxyphenyl)piperidin-2-one). As a reaction SMILES: [CH3:1][O:2][C:3]1[CH:8]=[CH:7][CH:6]=[C:5]([O:9][CH3:10])[C:4]=1[CH:11]1[NH:16][C:15](=[O:17])[CH2:14][CH2:13][CH2:12]1.[H-].[Na+].Br[CH2:21][C:22]1[CH:23]=[C:24]([C:28]2[CH:33]=[CH:32][CH:31]=[CH:30][CH:29]=2)[CH:25]=[CH:26][CH:27]=1.C([O-])(O)=O.[Na+]>CN(C=O)C>[C:24]1([C:28]2[CH:29]=[CH:30][CH:31]=[CH:32][CH:33]=2)[CH:25]=[CH:26][CH:27]=[C:22]([CH2:21][N:16]2[CH:11]([C:4]3[C:5]([O:9][CH3:10])=[CH:6][CH:7]=[CH:8][C:3]=3[O:2][CH3:1])[CH2:12][CH2:13][CH2:14][C:15]2=[O:17])[CH:23]=1 |f:1.2,4.5|. Procedure details: A solution of 6-(2,6-dimethoxyphenyl)piperidin-2-one (70 mg; 0.29 mmol; 1.0 equiv.) in anh. DMF (3 ml) was treated at rt with NaH (60% dispersion in mineral oil; 71 mg; 1.78 mmol; 6.0 equiv.), and 3-(bromomethyl)-1,1′-biphenyl (110 mg; 0.44 mmol; 1.5 equiv.). The resulting mixture was then heated to 60° C., under nitrogen, for 1 h. The reaction mixture was allowed to cool to rt, and a solution of aq. sat. NaHCO3 (10 ml) was added. After extractions with AcOEt (2×20 ml), the mixed organic layers ... Reactants: CC(C)(C)OC(=O)N1CCN(c2ncc(CO)s2)CC1, ClCCl. The product is CC(C)(C)OC(=O)N1CCN(c2ncc(C=O)s2)CC1. RXN SMILES: [C:1]([CH3:2])([CH3:3])([CH3:4])[O:5][C:6](=[O:7])[N:8]1[CH2:9][CH2:10][N:11]([c:14]2[s:15][c:16]([CH2:19][OH:20])[cH:17][n:18]2)[CH2:12][CH2:13]1.[Cl:21][CH2:22][Cl:23]>>[C:1]([CH3:2])([CH3:3])([CH3:4])[O:5][C:6](=[O:7])[N:8]1[CH2:9][CH2:10][N:11]([c:14]2[s:15][c:16]([CH:19]=[O:20])[cH:17][n:18]2)[CH2:12][CH2:13]1.